Dataset: the Open Reaction Database (ORD), a public repository of structured organic reaction records. Task: describe an organic reaction: reactants, conditions, products, and yield Product: C(C)N1C=C(C(C2=C1N=C(N=C2)N2CCNCC2)=O)C(=O)OCC (Ethyl 5,8-dihydro-8-ethyl-2-(1-piperazinyl)-5-oxopyrido[2,3-d]pyrimidine-6-carboxylate). Procedure: A solution of 3.0 g of ethyl 2-(4-benzyl-1-piperazinyl)-5,8-dihydro-8-ethyl-5-oxopyrido[2,3-d]-pyrimidine-6-carboxylate in 100 ml of ethanol was allowed to consume an equivalent amount of hydrogen over 1.5 g of 10% palladium-on-carbon under hydrogen atmosphere. The reaction mixture was filtered to remove the catalyst, and the filtrate was concentrated to give a solid which was collected and recrystallized from acetone. There is obtained 2.5 g of the product, m.p. 156° - 158°C. As a reaction SMILES: C([N:8]1[CH2:13][CH2:12][N:11]([C:14]2[N:15]=[CH:16][C:17]3[C:23](=[O:24])[C:22]([C:25]([O:27][CH2:28][CH3:29])=[O:26])=[CH:21][N:20]([CH2:30][CH3:31])[C:18]=3[N:19]=2)[CH2:10][CH2:9]1)C1C=CC=CC=1>C(O)C>[CH2:30]([N:20]1[C:18]2[N:19]=[C:14]([N:11]3[CH2:12][CH2:13][NH:8][CH2:9][CH2:10]3)[N:15]=[CH:16][C:17]=2[C:23](=[O:24])[C:22]([C:25]([O:27][CH2:28][CH3:29])=[O:26])=[CH:21]1)[CH3:31]. Solvent: C(C)O (ethanol). Isolated yield 106.0%. Starting materials: C(C1=CC=CC=C1)N1CCN(CC1)C=1N=CC2=C(N1)N(C=C(C2=O)C(=O)OCC)CC (ethyl 2-(4-benzyl-1-piperazinyl)-5,8-dihydro-8-ethyl-5-oxopyrido[2,3-d]-pyrimidine-6-carboxylate). Starting materials: O (water), ClC1=C(C(=NN1C1=NC=C(C=C1)S(=O)(=O)C)C(F)F)C#N (5-Chloro-3-difluoromethyl-1-(5-methanesulfonyl-pyridin-2-yl)-1H-pyrazole-4-carbonitrile), C[C@@H]1CNC[C@@H](O1)C (2,6-cis-dimethylmorpholine), [F-].[K+] (potassium fluoride). The solvent is CS(=O)C (dimethylsulfoxide). Run at time 2 hour. The product is FC(C1=NN(C(=C1C#N)N1C[C@H](O[C@H](C1)C)C)C1=NC=C(C=C1)S(=O)(=O)C)F (3-Difluoromethyl-5-(cis-2,6-dimethyl-morpholin-4-yl)-1-(5-methanesulfonyl-pyridin-2-yl)-1H-pyrazole-4-carbonitrile). Yield: 85.4%. RXN SMILES: Cl[C:2]1[N:6]([C:7]2[CH:12]=[CH:11][C:10]([S:13]([CH3:16])(=[O:15])=[O:14])=[CH:9][N:8]=2)[N:5]=[C:4]([CH:17]([F:19])[F:18])[C:3]=1[C:20]#[N:21].[CH3:22][C@H:23]1[O:28][C@@H:27]([CH3:29])[CH2:26][NH:25][CH2:24]1.[F-].[K+].O>CS(C)=O>[F:18][CH:17]([F:19])[C:4]1[C:3]([C:20]#[N:21])=[C:2]([N:25]2[CH2:24][C@H:23]([CH3:22])[O:28][C@H:27]([CH3:29])[CH2:26]2)[N:6]([C:7]2[CH:12]=[CH:11][C:10]([S:13]([CH3:16])(=[O:15])=[O:14])=[CH:9][N:8]=2)[N:5]=1 |f:2.3|. Procedure: 5-Chloro-3-difluoromethyl-1-(5-methanesulfonyl-pyridin-2-yl)-1H-pyrazole-4-carbonitrile (1.24 g, 3.7 mmol) and 2,6-cis-dimethylmorpholine (0.86 g, 7.4 mmol) were dissolved in dry dimethylsulfoxide (DMSO) (13 ml) and potassium fluoride (0.43 g, 7.4 mmol) was added to the clear solution. The resulting mixture was stirred at 20° for a period of 2 hours. Analytical HPLC indicated the reaction completion. The reaction mixture was poured into water (50 ml) and the resulting mixture was extracted with ... The reactants are ice water, NC1=C(C#N)C=C(C=C1)C(C)C (2-amino-5-isopropyl-benzonitrile), FC1=C(C=C(C=C1)F)[N+](=O)[O-] (1,4-difluoro-2-nitro-benzene), O.[OH-].[Li+] (lithium hydroxide monohydrate). Solvent: CS(=O)C (DMSO). Conditions: time 1 hour. The product is FC1=CC(=C(C=C1)NC1=C(C#N)C=C(C=C1)C(C)C)[N+](=O)[O-] (2-(4-Fluoro-2-nitro-phenylamino)-5-isopropyl-benzonitrile). The yield is 80.8%. Reaction SMILES: [NH2:1][C:2]1[CH:9]=[CH:8][C:7]([CH:10]([CH3:12])[CH3:11])=[CH:6][C:3]=1[C:4]#[N:5].F[C:14]1[CH:19]=[CH:18][C:17]([F:20])=[CH:16][C:15]=1[N+:21]([O-:23])=[O:22].O.[OH-].[Li+]>CS(C)=O>[F:20][C:17]1[CH:18]=[CH:19][C:14]([NH:1][C:2]2[CH:9]=[CH:8][C:7]([CH:10]([CH3:12])[CH3:11])=[CH:6][C:3]=2[C:4]#[N:5])=[C:15]([N+:21]([O-:23])=[O:22])[CH:16]=1 |f:2.3.4|. Procedure details: Heat a solution of 2-amino-5-isopropyl-benzonitrile (1.482 g, 9.25 mmol) with 1,4-difluoro-2-nitro-benzene (1.47 g, 9.25 mmol) and lithium hydroxide monohydrate (0.78 g, 18.50 mmol) in DMSO (20 ml) to 70° C. for 38 hours. Cool the reaction to ambient temperature and pour into approximately 200 ml of ice water and stir for one hour. Collect by filtration the title compound which precipitates. No further purification is necessary to obtain 2.236 g (7.47 mmol, 81% yield) of the title compound as an... The reactants are CCOC(=O)C1CCCN(CCSC2c3ccccc3CCc3ccccc32)C1, CCO, [O-][I+3]([O-])([O-])[O-], [Na+]. The product is CCOC(=O)C1CCCN(CCS(=O)C2c3ccccc3CCc3ccccc32)C1. As a reaction SMILES: [CH2:1]([CH3:2])[O:3][C:4](=[O:5])[CH:6]1[CH2:7][N:8]([CH2:12][CH2:13][S:14][CH:15]2[c:16]3[c:17]([cH:26][cH:27][cH:28][cH:29]3)[CH2:18][CH2:19][c:20]3[c:21]2[cH:22][cH:23][cH:24][cH:25]3)[CH2:9][CH2:10][CH2:11]1.[CH3:36][CH2:37][OH:38].[I+3:30]([O-:31])([O-:32])([O-:33])[O-:34].[Na+:35]>>[CH2:1]([CH3:2])[O:3][C:4](=[O:5])[CH:6]1[CH2:7][N:8]([CH2:12][CH2:13][S:14]([CH:15]2[c:16]3[c:17]([cH:26][cH:27][cH:28][cH:29]3)[CH2:18][CH2:19][c:20]3[c:21]2[cH:22][cH:23][cH:24][cH:25]3)=[O:31])[CH2:9][CH2:10][CH2:11]1. The reactants are C1(=CC=C(C=C1)S(=O)(=O)O)C (p-toluenesulfonic acid), [Cl-].[Li+] (lithium chloride), S1C(=CC=C1)CCO (2-thiopheneethanol), COCOC (dimethoxymethane). Run at time 5 minute. Product: COCOCCC=1SC=CC1 (2-(2-methoxymethoxyethyl)thiophene). The yield is 96.0%. RXN SMILES: [S:1]1[CH:5]=[CH:4][CH:3]=[C:2]1[CH2:6][CH2:7][OH:8].C1(C)C=CC(S(O)(=O)=O)=CC=1.[Cl-].[Li+].[CH3:22][O:23][CH2:24]OC>>[CH3:22][O:23][CH2:24][O:8][CH2:7][CH2:6][C:2]1[S:1][CH:5]=[CH:4][CH:3]=1 |f:2.3|. Reported procedure: 150 g of 2-thiopheneethanol was dissolved in 2,250 mL of dimethoxymethane, and 22.3 g of p-toluenesulfonic acid and 20.3 g of lithium chloride were added thereto. The resulting mixture was refluxed for 5 hours and concentrated by evaporation under reduced pressure. To the residue, 1,000 mL of water and 1,500 mL of n-hexane were added, and the resulting mixture was stirred for 5 minutes. Aqueous layer was discarded, and the organic layer was washed twice with 700 mL portions of water, dried over ... Product: O=C1N(Cc2ccc(C(F)(F)F)o2)c2ccccc2C1(O)c1ccc(Br)cc1O. Reaction SMILES: [Br:1][c:2]1[cH:3][c:4]([OH:8])[cH:5][cH:6][cH:7]1.[CH:10]([Mg+:11])([CH3:12])[CH3:13].[Cl-:9].[Cl:40][CH2:41][Cl:42].[F:14][C:15]([c:16]1[cH:17][cH:18][c:19]([CH2:21][N:22]2[C:23](=[O:32])[C:24](=[O:31])[c:25]3[cH:26][cH:27][cH:28][cH:29][c:30]32)[o:20]1)([F:33])[F:34].[O:35]1[CH2:36][CH2:37][CH2:38][CH2:39]1>>[Br:1][c:2]1[cH:3][c:4]([OH:8])[c:5]([C:24]2([OH:31])[C:23](=[O:32])[N:22]([CH2:21][c:19]3[cH:18][cH:17][c:16]([C:15]([F:14])([F:33])[F:34])[o:20]3)[c:30]3[c:25]2[cH:26][cH:27][cH:28][cH:29]3)[cH:6][cH:7]1. Reactants: Oc1cccc(Br)c1, CC(C)[Mg+], [Cl-], ClCCl, O=C1C(=O)N(Cc2ccc(C(F)(F)F)o2)c2ccccc21, C1CCOC1. The reactants are C1COCCN1, COc1ccc2c(=O)c(-c3ccc(OCC4CO4)cc3)coc2c1, CCO. Product: COc1ccc2c(=O)c(-c3ccc(OCC(O)CN4CCOCC4)cc3)coc2c1. Reaction SMILES: [CH2:25]1[CH2:26][O:27][CH2:28][CH2:29][NH:30]1.[CH3:1][O:2][c:3]1[cH:4][cH:5][c:6]2[c:7](=[O:24])[c:8](-[c:13]3[cH:14][cH:15][c:16]([O:19][CH2:20][CH:21]4[O:22][CH2:23]4)[cH:17][cH:18]3)[cH:9][o:10][c:11]2[cH:12]1.[CH3:31][CH2:32][OH:33]>>[CH3:1][O:2][c:3]1[cH:4][cH:5][c:6]2[c:7](=[O:24])[c:8](-[c:13]3[cH:14][cH:15][c:16]([O:19][CH2:20][CH:21]([OH:22])[CH2:23][N:30]4[CH2:25][CH2:26][O:27][CH2:28][CH2:29]4)[cH:17][cH:18]3)[cH:9][o:10][c:11]2[cH:12]1.